From a dataset of the Open Reaction Database (ORD), a public repository of structured organic reaction records. describe an organic reaction: reactants, conditions, products, and yield Starting materials: CC(C(C(=O)NCC1=NC=CC=C1)NC(O)=O)CC ([2-Methyl-1-[[(2-pyridinylmethyl)amino]carbonyl]butyl]carbamic acid), FC(C(=O)O)(F)F (trifluoroacetic acid). Run in C(Cl)Cl (methylene chloride). The product is FC(C(=O)O)(F)F.NC(C(=O)NCC1=NC=CC=C1)C(CC)C (2-Amino-3-methyl-N-(2-pyridinylmethyl)pentanamide trifluoroacetate). As a reaction SMILES: [CH3:1][CH:2]([CH2:18][CH3:19])[CH:3]([NH:14]C(=O)O)[C:4]([NH:6][CH2:7][C:8]1[CH:13]=[CH:12][CH:11]=[CH:10][N:9]=1)=[O:5].[F:20][C:21]([F:26])([F:25])[C:22]([OH:24])=[O:23]>C(Cl)Cl>[F:20][C:21]([F:26])([F:25])[C:22]([OH:24])=[O:23].[NH2:14][CH:3]([CH:2]([CH3:1])[CH2:18][CH3:19])[C:4]([NH:6][CH2:7][C:8]1[CH:13]=[CH:12][CH:11]=[CH:10][N:9]=1)=[O:5] |f:3.4|. Procedure: To 2.35 g of product from Example 1 in 10 ml of methylene chloride is added 2.8 ml of trifluoroacetic acid. The reaction is heated at 80°-90° C. for 41/2 hours and then concentrated in vacuo to give 3.6 g of the desired product as tris-trifluoroacetic acid salt. The reactants are Cl 15.27, Cl 15.06, NC(N)=NC=1SC=C(N1)C=1OC(=CC1)CNC(=NS(=O)(=O)C)NCCN(C)C (2-(Diaminomethyleneamino)-4-[5-{3-(2-dimethylaminoethyl)-2-mesylguanidino}methylfuran-2-yl]thiazole). Solvent: O (H2O), O (H2O). Yields the product NC(N)=NC=1SC=C(N1)C=1OC(=CC1)CNC(=NS(=O)(=O)C)NCC (2-(Diaminomethyleneamino)-4-[5-(3-ethyl-2-mesylguanidino)methylfuran-2-yl]thiazole). RXN SMILES: [NH2:1][C:2](=[N:4][C:5]1[S:6][CH:7]=[C:8]([C:10]2[O:11][C:12]([CH2:15][NH:16][C:17]([NH:23][CH2:24][CH2:25]N(C)C)=[N:18][S:19]([CH3:22])(=[O:21])=[O:20])=[CH:13][CH:14]=2)[N:9]=1)[NH2:3]>O>[NH2:1][C:2](=[N:4][C:5]1[S:6][CH:7]=[C:8]([C:10]2[O:11][C:12]([CH2:15][NH:16][C:17]([NH:23][CH2:24][CH3:25])=[N:18][S:19]([CH3:22])(=[O:20])=[O:21])=[CH:13][CH:14]=2)[N:9]=1)[NH2:3]. Procedure details: Anal. Calcd. for C13H19N7O3S2.2HCl.1/3H2O: C 33.62, H 4.70, N 21.11, Cl 15.27, H2O 1.29 Found: C 33.75, H 4.53, N 21.05, Cl 15.06, H2O 1.18. ##STR91## 2-(Diaminomethyleneamino)-4-[5-{3-(2-dimethylaminoethyl)-2-mesylguanidino}methylfuran-2-yl]thiazole. Starting materials: CCOC(=O)CSc1cnc(N)s1, COCC(C)Oc1cc(Oc2ccccc2)cc(C(=O)O)c1. The product is CCOC(=O)CSc1cnc(NC(=O)c2cc(Oc3ccccc3)cc(OC(C)COC)c2)s1. Reaction SMILES: [CH2:23]([CH3:24])[O:25][C:26]([CH2:27][S:28][c:29]1[cH:30][n:31][c:32]([NH2:34])[s:33]1)=[O:35].[CH3:1][O:2][CH2:3][CH:4]([O:5][c:6]1[cH:7][c:8]([C:9](=[O:10])[OH:11])[cH:12][c:13]([O:15][c:16]2[cH:17][cH:18][cH:19][cH:20][cH:21]2)[cH:14]1)[CH3:22]>>[CH3:1][O:2][CH2:3][CH:4]([O:5][c:6]1[cH:7][c:8]([C:9](=[O:11])[NH:34][c:32]2[n:31][cH:30][c:29]([S:28][CH2:27][C:26]([O:25][CH2:23][CH3:24])=[O:35])[s:33]2)[cH:12][c:13]([O:15][c:16]2[cH:17][cH:18][cH:19][cH:20][cH:21]2)[cH:14]1)[CH3:22]. Starting materials: C(=O)(C(F)(F)F)O (TFA), CC(C)([S@](=O)N[C@H](C)C=1N(C=CC1C(=O)OC(C)(C)C)S(=O)(=O)C1=CC=C(C)C=C1)C (tert-butyl 2-((R)-1-((S)-1,1-dimethylethylsulfinamido)ethyl)-1-tosyl-1H-pyrrole-3-carboxylate), Cl (hydrogen chloride), CCN(C(C)C)C(C)C (DIEA). Yield: 57.3%. Reaction conditions: temperature 0 celsius, time 8 hour. Procedure details: To tert-butyl 2-((R)-1-((S)-1,1-dimethylethylsulfinamido)ethyl)-1-tosyl-1H-pyrrole-3-carboxylate (287b, 0.55 g, 1.17 mmol) in 4 mL of dioxane under N2 was added hydrogen chloride (Aldrich, St. Louis, Mo.; 4.40 ml of 4.0 M solution in 1,4-dioxane, 17.60 mmol). The homogeneous reaction was sealed and allowed to stir overnight. The reaction was concentrated in vacuo to give a foam. This material was treated with 3 mL DCM and TFA (Aldrich, St. Louis, Mo.; 2.62 mL, 35.2 mmol) and fitted with a drying... The solvent is CN(C)C=O (DMF), C(Cl)Cl (DCM), C(Cl)Cl (DCM), O1CCOCC1 (dioxane). Yields the product C[C@H]1NC(C2=C1N(C=C2)S(=O)(=O)C2=CC=C(C)C=C2)=O ((R)-6-methyl-1-tosyl-5,6-dihydropyrrolo[3,4-b]pyrrol-4(1H)-one). Reaction SMILES: CC(C)([S@@]([NH:6][C@@H:7]([C:9]1[N:10]([S:21]([C:24]2[CH:30]=[CH:29][C:27]([CH3:28])=[CH:26][CH:25]=2)(=[O:23])=[O:22])[CH:11]=[CH:12][C:13]=1[C:14](OC(C)(C)C)=[O:15])[CH3:8])=O)C.Cl.C(O)(C(F)(F)F)=O.CCN(C(C)C)C(C)C>O1CCOCC1.CN(C=O)C.C(Cl)Cl>[CH3:8][C@@H:7]1[C:9]2[N:10]([S:21]([C:24]3[CH:30]=[CH:29][C:27]([CH3:28])=[CH:26][CH:25]=3)(=[O:23])=[O:22])[CH:11]=[CH:12][C:13]=2[C:14](=[O:15])[NH:6]1. Reactants: C(C)O (ethanol), O=C1N(C2=CC=CC=C2N=C1)CCCC1(CCN(CC1)CCSC=1SC=CC1)C(=O)OCC (ethyl 4-(3-(2-oxoquinoxalin-1(2H)-yl)propyl)-1-(2-(2-thienylthio)ethyl)piperidine-4-carboxylate), [OH-].[Na+] (sodium hydroxide), [OH-].[Na+] (sodium hydroxide). Run in O (water). Run at temperature 57.5 celsius, time 5 hour. Product: O=C1N(C2=CC=CC=C2N=C1)CCCC1(CCN(CC1)CCSC=1SC=CC1)C(=O)O (4-(3-(2-oxoquinoxaline-1(2H)-yl)propyl)-1-(2-(2-thienylthio)ethyl)piperidine-4-carboxylic acid). The yield is 41.3%. As a reaction SMILES: C(O)C.[O:4]=[C:5]1[CH:14]=[N:13][C:12]2[C:7](=[CH:8][CH:9]=[CH:10][CH:11]=2)[N:6]1[CH2:15][CH2:16][CH2:17][C:18]1([C:32]([O:34]CC)=[O:33])[CH2:23][CH2:22][N:21]([CH2:24][CH2:25][S:26][C:27]2[S:28][CH:29]=[CH:30][CH:31]=2)[CH2:20][CH2:19]1.[OH-].[Na+]>O>[O:4]=[C:5]1[CH:14]=[N:13][C:12]2[C:7](=[CH:8][CH:9]=[CH:10][CH:11]=2)[N:6]1[CH2:15][CH2:16][CH2:17][C:18]1([C:32]([OH:34])=[O:33])[CH2:23][CH2:22][N:21]([CH2:24][CH2:25][S:26][C:27]2[S:28][CH:29]=[CH:30][CH:31]=2)[CH2:20][CH2:19]1 |f:2.3|. Reported procedure: To 2 mL of an ethanol solution containing 90 mg of ethyl 4-(3-(2-oxoquinoxalin-1(2H)-yl)propyl)-1-(2-(2-thienylthio)ethyl)piperidine-4-carboxylate, 0.5 mL of 20% aqueous sodium hydroxide solution was added and stirred at 55-60° C. for 5 hours. 0.5 mL of 20% aqueous sodium hydroxide solution and 0.5 mL of water were added at the same temperature, and stirred at 55-60° C. for 1 hour. The mixture was cooled to the room temperature, and left to stand for 2 nights. The solvent was removed under reduc...